Task: describe an organic reaction: reactants, conditions, products, and yield. Dataset: the Open Reaction Database (ORD), a public repository of structured organic reaction records Starting materials: CCOCC, CCCCCC, CC(C)=O, COc1ccccc1-c1ccc(C(=O)N2Cc3ccc(C(=O)C(Cl)(Cl)Cl)n3Cc3ccccc32)cc1C, Cl, [Na+], [OH-]. Product: COc1ccccc1-c1ccc(C(=O)N2Cc3ccc(C(=O)O)n3Cc3ccccc32)cc1C. Reaction SMILES: [CH2:47]([O:49][CH2:48][CH3:50])[CH3:51].[CH3:41][CH2:42][CH2:43][CH2:44][CH2:45][CH3:46].[CH3:52][C:53](=[O:54])[CH3:55].[Cl:1][C:2]([C:3](=[O:4])[c:5]1[cH:6][cH:7][c:8]2[n:14]1[CH2:13][c:12]1[c:11]([cH:18][cH:17][cH:16][cH:15]1)[N:10]([C:19](=[O:20])[c:21]1[cH:22][c:23]([CH3:35])[c:24](-[c:27]3[c:28]([O:33][CH3:34])[cH:29][cH:30][cH:31][cH:32]3)[cH:25][cH:26]1)[CH2:9]2)([Cl:36])[Cl:37].[ClH:40].[Na+:39].[OH-:38]>>[C:3](=[O:4])([c:5]1[cH:6][cH:7][c:8]2[n:14]1[CH2:13][c:12]1[c:11]([cH:18][cH:17][cH:16][cH:15]1)[N:10]([C:19](=[O:20])[c:21]1[cH:22][c:23]([CH3:35])[c:24](-[c:27]3[c:28]([O:33][CH3:34])[cH:29][cH:30][cH:31][cH:32]3)[cH:25][cH:26]1)[CH2:9]2)[OH:49]. Starting materials: ClC1=CC=CC(=N1)N(S(=O)(=O)C1=CC=C(C=C1)C)C (N-(6-Chloropyridin-2-yl)-N,4-dimethylbenzenesulfonamide), CC1(OB(OC1(C)C)C1=CC2=C(N=C(S2)NC(C)=O)C=C1)C (N-(6-(4,4,5,5-tetramethyl-1,3,2-dioxaborolan-2-yl)benzo[d]thiazol-2-yl)acetamide), C(=O)([O-])[O-].[Na+].[Na+] (Na2CO3). Reagents/catalysts: C=1C=CC(=CC1)[P](C=2C=CC=CC2)(C=3C=CC=CC3)[Pd]([P](C=4C=CC=CC4)(C=5C=CC=CC5)C=6C=CC=CC6)([P](C=7C=CC=CC7)(C=8C=CC=CC8)C=9C=CC=CC9)[P](C=1C=CC=CC1)(C=1C=CC=CC1)C=1C=CC=CC1 (tetrakis(triphenylphosphine)palladium). Run in C(Cl)Cl (DCM), C(=O)(O)[O-].[Na+] (NaHCO3), O1CCOCC1 (1,4-dioxane). Run at temperature 95 celsius, time 8 hour. Product: CN(S(=O)(=O)C1=CC=C(C=C1)C)C1=CC=CC(=N1)C1=CC2=C(N=C(S2)NC(C)=O)C=C1 (N-(6-(6-(N,4-dimethylphenylsulfonamido)pyridin-2-yl)benzo[d]thiazol-2-yl)acetamide). Reaction SMILES: Cl[C:2]1[N:7]=[C:6]([N:8]([CH3:19])[S:9]([C:12]2[CH:17]=[CH:16][C:15]([CH3:18])=[CH:14][CH:13]=2)(=[O:11])=[O:10])[CH:5]=[CH:4][CH:3]=1.CC1(C)C(C)(C)OB([C:28]2[CH:40]=[CH:39][C:31]3[N:32]=[C:33]([NH:35][C:36](=[O:38])[CH3:37])[S:34][C:30]=3[CH:29]=2)O1.C([O-])([O-])=O.[Na+].[Na+]>O1CCOCC1.C(Cl)Cl.C([O-])(O)=O.[Na+].C1C=CC([P]([Pd]([P](C2C=CC=CC=2)(C2C=CC=CC=2)C2C=CC=CC=2)([P](C2C=CC=CC=2)(C2C=CC=CC=2)C2C=CC=CC=2)[P](C2C=CC=CC=2)(C2C=CC=CC=2)C2C=CC=CC=2)(C2C=CC=CC=2)C2C=CC=CC=2)=CC=1>[CH3:19][N:8]([C:6]1[N:7]=[C:2]([C:28]2[CH:40]=[CH:39][C:31]3[N:32]=[C:33]([NH:35][C:36](=[O:38])[CH3:37])[S:34][C:30]=3[CH:29]=2)[CH:3]=[CH:4][CH:5]=1)[S:9]([C:12]1[CH:17]=[CH:16][C:15]([CH3:18])=[CH:14][CH:13]=1)(=[O:11])=[O:10] |f:2.3.4,7.8,^1:65,67,86,105|. Reported procedure: N-(6-Chloropyridin-2-yl)-N,4-dimethylbenzenesulfonamide (0.080 g, 0.27 mmol) was dissolved in 1,4-dioxane (6 mL), and N-(6-(4,4,5,5-tetramethyl-1,3,2-dioxaborolan-2-yl)benzo[d]thiazol-2-yl)acetamide (0.1 g, 0.3 mmol), tetrakis(triphenylphosphine)palladium (0) (0.04 g, 0.04 mmol) and 2M Na2CO3 (0.3 mL, 0.6 mmol) were added to the mixture. The flask was fit with a reflux condensor and placed into a pre-heated (95° C.) bath and stirred under an inert atmosphere overnight. The mixture was then allow... Reactants: Cn1ccnc1Sc1ccc(Nc2c(C#N)cnc3cc(Br)ccc23)cc1Cl, O=C([O-])O, COCCOC, O=Cc1ccc(B(O)O)cc1, [Na+], c1ccc(P(c2ccccc2)(c2ccccc2)[Pd](P(c2ccccc2)(c2ccccc2)c2ccccc2)(P(c2ccccc2)(c2ccccc2)c2ccccc2)P(c2ccccc2)(c2ccccc2)c2ccccc2)cc1. Yields the product Cn1ccnc1Sc1ccc(Nc2c(C#N)cnc3cc(-c4ccc(C=O)cc4)ccc23)cc1Cl. Reaction SMILES: [Br:1][c:2]1[cH:3][cH:4][c:5]2[c:6]([NH:14][c:15]3[cH:16][c:17]([Cl:28])[c:18]([S:21][c:22]4[n:23]([CH3:27])[cH:24][cH:25][n:26]4)[cH:19][cH:20]3)[c:7]([C:12]#[N:13])[cH:8][n:9][c:10]2[cH:11]1.[C:46](=[O:47])([OH:48])[O-:49].[CH3:40][O:41][CH2:42][CH2:43][O:44][CH3:45].[CH:29](=[O:30])[c:31]1[cH:32][cH:33][c:34]([B:37]([OH:38])[OH:39])[cH:35][cH:36]1.[Na+:50].[cH:51]1[cH:52][cH:53][c:54]([P:55]([Pd:56]([P:57]([c:58]2[cH:59][cH:60][cH:61][cH:62][cH:63]2)([c:64]2[cH:65][cH:66][cH:67][cH:68][cH:69]2)[c:70]2[cH:71][cH:72][cH:73][cH:74][cH:75]2)([P:76]([c:77]2[cH:78][cH:79][cH:80][cH:81][cH:82]2)([c:83]2[cH:84][cH:85][cH:86][cH:87][cH:88]2)[c:89]2[cH:90][cH:91][cH:92][cH:93][cH:94]2)[P:95]([c:96]2[cH:97][cH:98][cH:99][cH:100][cH:101]2)([c:102]2[cH:103][cH:104][cH:105][cH:106][cH:107]2)[c:108]2[cH:109][cH:110][cH:111][cH:112][cH:113]2)([c:114]2[cH:115][cH:116][cH:117][cH:118][cH:119]2)[c:120]2[cH:121][cH:122][cH:123][cH:124][cH:125]2)[cH:126][cH:127]1>>[c:2]1(-[c:34]2[cH:33][cH:32][c:31]([CH:29]=[O:30])[cH:36][cH:35]2)[cH:3][cH:4][c:5]2[c:6]([NH:14][c:15]3[cH:16][c:17]([Cl:28])[c:18]([S:21][c:22]4[n:23]([CH3:27])[cH:24][cH:25][n:26]4)[cH:19][cH:20]3)[c:7]([C:12]#[N:13])[cH:8][n:9][c:10]2[cH:11]1.